Dataset: the Open Reaction Database (ORD), a public repository of structured organic reaction records. Task: describe an organic reaction: reactants, conditions, products, and yield Reactants: C(C)OC(=O)C1(CC1)C1=CC=C(C=C1)C1=CC=C(C=C1)C1=C(C(=NO1)C)NC1=NC(=CC=C1)Br (1-{4′-[4-(6-bromo-pyridin-2-ylamino)-3-methyl-isoxazol-5-yl]-biphenyl-4-yl}-cyclopropanecarboxylic acid ethyl ester), COC1=NC=C(C=C1)B(O)O (2-methoxypyridine-5-boronic acid). The product is C(C)OC(=O)C1(CC1)C1=CC=C(C=C1)C1=CC=C(C=C1)C1=C(C(=NO1)C)NC1=CC=CC(=N1)C=1C=NC(=CC1)OC (1-{4′-[4-(6′-Methoxy-[2,3′]bipyridinyl-6-ylamino)-3-methyl-isoxazol-5-yl]-biphenyl-4-yl}-cyclopropanecarboxylic acid ethyl ester). Reaction SMILES: [CH2:1]([O:3][C:4]([C:6]1([C:9]2[CH:14]=[CH:13][C:12]([C:15]3[CH:20]=[CH:19][C:18]([C:21]4[O:25][N:24]=[C:23]([CH3:26])[C:22]=4[NH:27][C:28]4[CH:33]=[CH:32][CH:31]=[C:30](Br)[N:29]=4)=[CH:17][CH:16]=3)=[CH:11][CH:10]=2)[CH2:8][CH2:7]1)=[O:5])[CH3:2].[CH3:35][O:36][C:37]1[CH:42]=[CH:41][C:40](B(O)O)=[CH:39][N:38]=1>>[CH2:1]([O:3][C:4]([C:6]1([C:9]2[CH:14]=[CH:13][C:12]([C:15]3[CH:20]=[CH:19][C:18]([C:21]4[O:25][N:24]=[C:23]([CH3:26])[C:22]=4[NH:27][C:28]4[N:29]=[C:30]([C:40]5[CH:39]=[N:38][C:37]([O:36][CH3:35])=[CH:42][CH:41]=5)[CH:31]=[CH:32][CH:33]=4)=[CH:17][CH:16]=3)=[CH:11][CH:10]=2)[CH2:8][CH2:7]1)=[O:5])[CH3:2]. Procedure: Prepared according to the procedure described in Example 42, Step 2, using 1-{4′-[4-(6-bromo-pyridin-2-ylamino)-3-methyl-isoxazol-5-yl]-biphenyl-4-yl}-cyclopropanecarboxylic acid ethyl ester and 2-methoxypyridine-5-boronic acid. The reactants are CC1CCC(CC1)CBr (4-Methylcyclohexylmethyl bromide), N1C=NC=C1 (imidazole), CC(C)([O-])C.[K+] (potassium tertiary butoxide). Solvent: C(CCC)O (n-butanol). Reaction conditions: time 8 hour. Yields the product CC1CCC(CC1)CN1C=NC=C1 (1-(4-methylcyclohexylmethyl)imidazole). The yield is 9.7%. As a reaction SMILES: [CH3:1][CH:2]1[CH2:7][CH2:6][CH:5]([CH2:8]Br)[CH2:4][CH2:3]1.[NH:10]1[CH:14]=[CH:13][N:12]=[CH:11]1.CC(C)([O-])C.[K+]>C(O)CCC>[CH3:1][CH:2]1[CH2:7][CH2:6][CH:5]([CH2:8][N:10]2[CH:14]=[CH:13][N:12]=[CH:11]2)[CH2:4][CH2:3]1 |f:2.3|. Procedure: 4-Methylcyclohexylmethyl bromide (3.1 g; 0.0164 M) was added dropwise to a refluxing solution of imidazole (1.12 g; 0.0165 M) in a solution of potassium tertiary butoxide (1.85 g; 0.0165 M) in n-butanol (50 cm3). The reaction mixture was kept under dry nitrogen. After addition the mixture was heated under reflux for a further 2 hours and stood overnight at room temperature. TLC showed reaction half complete. The mixture was refluxed for a further 8 hours and stood over weekend at room temperatur... Reactants: C(C)OC1=C(CN(C(C=C)=O)C)C=CC=C1C(C)C (N-(2-ethoxy-3-isopropylbenzyl)-N-methylacrylamide), CC1=C(C=CC=C1)P(C2=C(C=CC=C2)C)C3=C(C=CC=C3)C (P(o-tol)3), C(C)(C)N(CC)C(C)C (diisopropylethylamine), BrC1=CC2=C(NC(CN(C2)CC2=CC=C(C=C2)OC)=O)N=C1 (7-bromo-4-(4-methoxy-benzyl)-1,3,4,5-tetrahydro-pyrido[2,3-e][1,4]diazepin-2-one). The reagents and catalysts are CC(=O)[O-].CC(=O)[O-].[Pd+2] (Pd(OAc)2). Solvent: C(CC)#N (propionitrile), CN(C)C=O (DMF). The product is C(C)OC1=C(CN(C(\C=C\C2=CC3=C(NC(CN(C3)CC3=CC=C(C=C3)OC)=O)N=C2)=O)C)C=CC=C1C(C)C ((E)-N-(2-Ethoxy-3-isopropylbenzyl)-3-[4-(4-methoxybenzyl)-2-oxo-2,3,4,5-tetrahydro-1H-pyrido[2,3-e][1,4]diazepin-7-yl]-N-methylacrylamide). Yield: 44.5%. RXN SMILES: [CH2:1]([O:3][C:4]1[C:16]([CH:17]([CH3:19])[CH3:18])=[CH:15][CH:14]=[CH:13][C:5]=1[CH2:6][N:7]([CH3:12])[C:8](=[O:11])[CH:9]=[CH2:10])[CH3:2].C(N(C(C)C)CC)(C)C.Br[C:30]1[CH:50]=[N:49][C:33]2[NH:34][C:35](=[O:48])[CH2:36][N:37]([CH2:39][C:40]3[CH:45]=[CH:44][C:43]([O:46][CH3:47])=[CH:42][CH:41]=3)[CH2:38][C:32]=2[CH:31]=1.CC1C=CC=CC=1P(C1C=CC=CC=1C)C1C=CC=CC=1C>C(#N)CC.CN(C=O)C.CC([O-])=O.CC([O-])=O.[Pd+2]>[CH2:1]([O:3][C:4]1[C:16]([CH:17]([CH3:18])[CH3:19])=[CH:15][CH:14]=[CH:13][C:5]=1[CH2:6][N:7]([CH3:12])[C:8](=[O:11])/[CH:9]=[CH:10]/[C:30]1[CH:50]=[N:49][C:33]2[NH:34][C:35](=[O:48])[CH2:36][N:37]([CH2:39][C:40]3[CH:45]=[CH:44][C:43]([O:46][CH3:47])=[CH:42][CH:41]=3)[CH2:38][C:32]=2[CH:31]=1)[CH3:2] |f:6.7.8|. Procedure details: A solution of N-(2-ethoxy-3-isopropylbenzyl)-N-methylacrylamide (0.281 g, 1.07 mmol) in propionitrile (4 mL) and DMF (0.8 mL) was deoxygenated with Ar for 20 min. The solution was treated with diisopropylethylamine (0.30 mL, 1.73 mmol) and 7-bromo-4-(4-methoxy-benzyl)-1,3,4,5-tetrahydro-pyrido[2,3-e][1,4]diazepin-2-one (0.300 g, 0.828 mmol). The solution was deoxygenated with Ar for 20 min. Pd(OAc)2 (0.018 g, 0.082 mmol) and P(o-tol)3 (0.050 g, 0.16 mmol) were then added and the solution was deo... Starting materials: F[B-](F)(F)F, C[O+](C)C, ClCCl, Clc1cncs1. Yields the product F[B-](F)(F)F, C[n+]1csc(Cl)c1. RXN SMILES: [B-:7]([F:8])([F:9])([F:10])[F:11].[CH3:12][O+:13]([CH3:14])[CH3:15].[Cl:16][CH2:17][Cl:18].[Cl:1][c:2]1[cH:3][n:4][cH:5][s:6]1>>[B-:7]([F:8])([F:9])([F:10])[F:11].[Cl:1][c:2]1[cH:3][n+:4]([CH3:12])[cH:5][s:6]1.